This data is from the Open Reaction Database (ORD), a public repository of structured organic reaction records. The task is: describe an organic reaction: reactants, conditions, products, and yield Starting materials: CC(C)([O-])C.[Na+] (Sodium tert-butoxide), BrC=1C=NC=NC1 (5-Bromo pyrimidine), C(=O)(OC(C)(C)C)N1CCNCC1 (1-Boc-piperazine). The reagents and catalysts are CC(C)([P](C(C)(C)C)([Pd][P](C(C)(C)C)(C(C)(C)C)C(C)(C)C)C(C)(C)C)C (Pd(PtBu3)2). Run in CCOC(=O)C (EtOAc), C1(=CC=CC=C1)C (toluene). Conditions: temperature 120 celsius. Product: N1=CN=CC(=C1)N1CCN(CC1)C(=O)OC(C)(C)C (tert-butyl 4-(pyrimidin-5-yl)piperazine-1-carboxylate). Isolated yield 42.2%. As a reaction SMILES: Br[C:2]1[CH:3]=[N:4][CH:5]=[N:6][CH:7]=1.[C:8]([N:15]1[CH2:20][CH2:19][NH:18][CH2:17][CH2:16]1)([O:10][C:11]([CH3:14])([CH3:13])[CH3:12])=[O:9].CC(C)([O-])C.[Na+]>C1(C)C=CC=CC=1.CCOC(C)=O.CC(C)([P](C(C)(C)C)([Pd][P](C(C)(C)C)(C(C)(C)C)C(C)(C)C)C(C)(C)C)C>[N:4]1[CH:3]=[C:2]([N:18]2[CH2:17][CH2:16][N:15]([C:8]([O:10][C:11]([CH3:14])([CH3:13])[CH3:12])=[O:9])[CH2:20][CH2:19]2)[CH:7]=[N:6][CH:5]=1 |f:2.3,^1:42,48|. Procedure: 5-Bromo pyrimidine (1.0 g, 6.29 mmol) and 1-Boc-piperazine (1.17 g, 6.28 mmol) were dissolved in toluene (20 mL) and the solution was purged with argon for 10 min. Sodium tert-butoxide (816 mg, 8.49 mmol) and catalytic Pd(PtBu3)2 (320 mg, 0.63 mmol) were added and the reaction mixture was heated to 120° C. for 10 h. The reaction mixture was cooled to room temperature, diluted with EtOAc and filtered through Celite. The organic layer was washed with water and brine, dried over anhydrous Na2SO4, a... Reactants: C1CCNCC1, CCCCO, CCOCC, O=Cc1ccc(Cl)cc1Cl, N#CCC#N. Product: N#CC(C#N)=Cc1ccc(Cl)cc1Cl. Reaction SMILES: [CH2:16]1[CH2:17][CH2:18][NH:19][CH2:20][CH2:21]1.[CH2:27]([OH:28])[CH2:29][CH2:30][CH3:31].[CH3:22][CH2:23][O:24][CH2:25][CH3:26].[Cl:1][c:2]1[c:3]([CH:4]=[O:5])[cH:6][cH:7][c:8]([Cl:10])[cH:9]1.[N:11]#[C:12][CH2:13][C:14]#[N:15]>>[Cl:1][c:2]1[c:3]([CH:4]=[C:13]([C:12]#[N:11])[C:14]#[N:15])[cH:6][cH:7][c:8]([Cl:10])[cH:9]1.